From a dataset of the Open Reaction Database (ORD), a public repository of structured organic reaction records. describe an organic reaction: reactants, conditions, products, and yield The reactants are C1(=C(C=CC=C1)NCCCCCC(=O)OCC)C1=CC=CC=C1 (ethyl 6-(biphenyl-2-yl)aminocaproate), C(C)N(C(C)C)C(C)C (ethyldiisopropylamine), ClC1=CC=C(C(=O)Cl)C=C1 (p-chlorobenzoyl chloride). Solvent: C1=CC=CC=C1 (benzene). The product is ClC1=CC=C(C(=O)N(C2=C(C=CC=C2)C2=CC=CC=C2)CCCCCC(=O)OCC)C=C1 (ethyl 6-[p-chloro-N-(biphenyl-2-yl)benzamido]caproate). Isolated yield 44.3%. As a reaction SMILES: [C:1]1([C:18]2[CH:23]=[CH:22][CH:21]=[CH:20][CH:19]=2)[CH:6]=[CH:5][CH:4]=[CH:3][C:2]=1[NH:7][CH2:8][CH2:9][CH2:10][CH2:11][CH2:12][C:13]([O:15][CH2:16][CH3:17])=[O:14].C(N(C(C)C)C(C)C)C.[Cl:33][C:34]1[CH:42]=[CH:41][C:37]([C:38](Cl)=[O:39])=[CH:36][CH:35]=1>C1C=CC=CC=1>[Cl:33][C:34]1[CH:42]=[CH:41][C:37]([C:38]([N:7]([CH2:8][CH2:9][CH2:10][CH2:11][CH2:12][C:13]([O:15][CH2:16][CH3:17])=[O:14])[C:2]2[CH:3]=[CH:4][CH:5]=[CH:6][C:1]=2[C:18]2[CH:23]=[CH:22][CH:21]=[CH:20][CH:19]=2)=[O:39])=[CH:36][CH:35]=1. Procedure details: 20.0 g of 2-aminobiphenyl, 15.3 g of ethyldiisopropylamine and 26.3 g of ethyl 6-bromocaproate are reacted, analogously to Example 47a), to obtain 36.0 g of ethyl 6-(biphenyl-2-yl)aminocaproate as a non-crystallizing oil. 18.0 g of this ester are reacted, analogously to Example 47b), with 7.5 g of ethyldiisopropylamine and 10.1 g of p-chlorobenzoyl chloride in 70 ml of benzene. The resulting reaction product is purified chromatographically over a silica gel column (eluent: methylene chloride) to... The reactants are [BH4-], CC(C)=O, CO, [Na+], O, COC(=O)c1cc(=O)c2ccc(S)cc2o1. Product: O=c1cc(CO)oc2cc(S)ccc12. Reaction SMILES: [BH4-:18].[CH3:20][C:21](=[O:22])[CH3:23].[CH3:24][OH:25].[Na+:19].[OH2:17].[SH:1][c:2]1[cH:3][c:4]2[c:5]([c:6](=[O:14])[cH:7][c:8]([C:10](=[O:11])[O:12][CH3:13])[o:9]2)[cH:15][cH:16]1>>[SH:1][c:2]1[cH:3][c:4]2[c:5]([c:6](=[O:14])[cH:7][c:8]([CH2:10][OH:11])[o:9]2)[cH:15][cH:16]1. Starting materials: [Na] (sodium), O1CCOCC1 (1,4-dioxane), O1COC2=C1C=CC(=C2)C=2C(OC(C2CC2=CC(=C(C(=C2)OC)OC)OC)(C2=CC=C(C=C2)OC)OCCCBr)=O (3-Benzo[1,3]dioxol-5-yl-5-(3-bromo-propoxy)-5-(4-methoxy-phenyl)-4-(3,4,5-trimethoxy-benzyl)5H-furan-2-one), S(=O)([O-])[O-].[Na+].[Na+] (sodium sulfite). Run in O (water). Product: O1COC2=C1C=CC(=C2)C2=C(C(OC2=O)(OCCCS(=O)(=O)[O-])C2=CC=C(C=C2)OC)CC2=CC(=C(C(=C2)OC)OC)OC.[Na+] (Sodium 3-[4-Benzo[1,3]dioxol-5-yl-2-(4-methoxy-phenyl)-5-oxo-3-(3,4,5-trimethoxy-benzyl)-2,5-dihydro-furan-2-yloxy]-propane-1-sulfonate). As a reaction SMILES: O1CCOCC1.[O:7]1[C:11]2[CH:12]=[CH:13][C:14]([C:16]3[C:17](=[O:47])[O:18][C:19]([O:42][CH2:43][CH2:44][CH2:45]Br)([C:34]4[CH:39]=[CH:38][C:37]([O:40][CH3:41])=[CH:36][CH:35]=4)[C:20]=3[CH2:21][C:22]3[CH:27]=[C:26]([O:28][CH3:29])[C:25]([O:30][CH3:31])=[C:24]([O:32][CH3:33])[CH:23]=3)=[CH:15][C:10]=2[O:9][CH2:8]1.[S:48]([O-:51])([O-:50])=[O:49].[Na+:52].[Na+].[Na]>O>[O:7]1[C:11]2[CH:12]=[CH:13][C:14]([C:16]3[C:17](=[O:47])[O:18][C:19]([C:34]4[CH:39]=[CH:38][C:37]([O:40][CH3:41])=[CH:36][CH:35]=4)([O:42][CH2:43][CH2:44][CH2:45][S:48]([O-:51])(=[O:50])=[O:49])[C:20]=3[CH2:21][C:22]3[CH:27]=[C:26]([O:28][CH3:29])[C:25]([O:30][CH3:31])=[C:24]([O:32][CH3:33])[CH:23]=3)=[CH:15][C:10]=2[O:9][CH2:8]1.[Na+:52] |f:2.3.4,7.8,^1:53|. Procedure: To 50 mL 1,4-dioxane was added 3-Benzo[1,3]dioxol-5-yl-5-(3-bromo-propoxy)-5-(4-methoxy-phenyl)-4-(3,4,5-trimethoxy-benzyl)5H-furan-2-one 2.0 g (3.19 mmol). A solution of sodium sulfite, 0.88 g (7.0 mmol) in 50 mL water was added, and the mixture was refluxed for 18 hours. The mixture was evaporated in vacuo and the residue was suspended in ethyl ether and water. The suspension was acidified to pH 1 with 2 N HCl, giving an oily precipitate in the aqueous phase. The ether was decanted, and the oi... Reactants: ClC=1C=CC(=C(C(=O)C2=C(C=CC=C2)F)C1)N1C(=NN=C1CN1C(C=2C(C1=O)=CC=CC2)=O)Br (5-chloro-2-(3-bromo-5-phthalimidomethyl-4H-1,2,4-triazol-4-yl)-2'-fluorobenzophenone), NN (hydrazine). The product is BrC1=NN=C2N1C1=C(C(=NC2)C2=C(C=CC=C2)F)C=C(C=C1)Cl (1-Bromo-8-chloro-6-(2-fluorophenyl)-4H-s-triazolo [4,3-a][1,4]benzodiazepine). Reaction SMILES: [Cl:1][C:2]1[CH:3]=[CH:4][C:5]([N:17]2[C:21]([CH2:22][N:23]3C(=O)C4=CC=CC=C4C3=O)=[N:20][N:19]=[C:18]2[Br:34])=[C:6]([CH:16]=1)[C:7]([C:9]1[CH:14]=[CH:13][CH:12]=[CH:11][C:10]=1[F:15])=O.NN>>[Br:34][C:18]1[N:17]2[C:5]3[CH:4]=[CH:3][C:2]([Cl:1])=[CH:16][C:6]=3[C:7]([C:9]3[CH:14]=[CH:13][CH:12]=[CH:11][C:10]=3[F:15])=[N:23][CH2:22][C:21]2=[N:20][N:19]=1. Procedure: The 5-chloro-2-(3-bromo-5-phthalimidomethyl-4H-1,2,4-triazol-4-yl)-2'-fluorobenzophenone is reacted with hydrazine to form the titled compound. Reactants: N1=CC=C(C=C1)CCCC(=O)N(C)CC(=O)O.C(C)OC(C[C@H](N)CCC1=CNC2=CC=CC=C12)=O (4-(Pyridin-4-yl)butanoyl-sarcosine 3(R)-[2-(indol-3-yl)ethyl]-β-alanine ethyl ester), Cl (HCl), [OH-].[Na+] (NaOH). Run in CCO (EtOH). Product: CCO.O.[NH4+].[OH-] (EtOH H2O NH4OH), CCOC(=O)C.CCO.O.[NH4+].[OH-] (EtOAc EtOH H2O NH4OH). As a reaction SMILES: [N:1]1C=CC(CC[CH2:9][C:10](N(CC(O)=O)C)=[O:11])=CC=1.[CH2:18]([O:20][C:21](=[O:36])[CH2:22][C@@H](CCC1C2C(=CC=CC=2)NC=1)[NH2:24])[CH3:19].[OH-:37].[Na+].Cl>CCO>[CH3:9][CH2:10][OH:11].[OH2:20].[NH4+:1].[OH-:37].[CH3:19][CH2:18][O:20][C:21]([CH3:22])=[O:36].[CH3:9][CH2:10][OH:11].[OH2:11].[NH4+:24].[OH-:11] |f:0.1,2.3,6.7.8.9,10.11.12.13.14|. Reported procedure: Ester 6-3 (400 mg, 0.84 mmol) was dissolved in 4 mL EtOH, then 1 N NaOH (1.7 mL, 1.7 mmol) was added. After 90 min the reaction was neutralized with 1 N HCl (1.7 mL, 1.7 mmol) and concentrated to an oil. Flash chromatography (silica, 50:1:1 EtOH/H2O/NH4OH, then again with 12:10:1:1 EtOAc/EtOH/H2O/NH4OH) provided 6-4. Starting materials: OC1C2C(C(N1C1=CC=C(C=C1)OC(F)(F)F)=O)CC(C2)=C (3-Hydroxy-5-methylene-2-(4-trifluoromethoxy-phenyl)-hexahydro-cyclopenta[c]pyrrol-1-one), [BH3-]C#N.[Na+] (NaCNBH3), O (Water). The solvent is FC(C(=O)O)(F)F (trifluoroacetic acid). Conditions: time 1 hour. Yields the product C=C1CC2C(C(N(C2)C2=CC=C(C=C2)OC(F)(F)F)=O)C1 (5-Methylene-2-(4-trifluoromethoxy-phenyl)-hexahydro-cyclopenta[c]pyrrol-1-one). Yield: 42.0%. RXN SMILES: O[CH:2]1[N:6]([C:7]2[CH:12]=[CH:11][C:10]([O:13][C:14]([F:17])([F:16])[F:15])=[CH:9][CH:8]=2)[C:5](=[O:18])[CH:4]2[CH2:19][C:20](=[CH2:22])[CH2:21][CH:3]12.[BH3-]C#N.[Na+].O>FC(F)(F)C(O)=O>[CH2:22]=[C:20]1[CH2:19][CH:4]2[C:5](=[O:18])[N:6]([C:7]3[CH:8]=[CH:9][C:10]([O:13][C:14]([F:16])([F:15])[F:17])=[CH:11][CH:12]=3)[CH2:2][CH:3]2[CH2:21]1 |f:1.2|. Procedure: To a solution of 3-Hydroxy-5-methylene-2-(4-trifluoromethoxy-phenyl)-hexahydro-cyclopenta[c]pyrrol-1-one (0.1 g, 0.32 mmol) in trifluoroacetic acid (20 mL) was added NaCNBH3 (0.04 g, 0.64 mmol) at −20° C., and the mixture was stirred for 1 h. Water (30 mL) was added. The mixture was extracted with dichloromethane (3×20 mL), washed with brine (50 mL), and dried over anhydrous Na2SO4. The solvent was removed by reduced pressure. The residue was purified by column chromatography on silica gel with ...